From a dataset of the Open Reaction Database (ORD), a public repository of structured organic reaction records. describe an organic reaction: reactants, conditions, products, and yield Yields the product CC(C)C1(C)SC(NC2CC3CC2CC3O)=NC1=O. Starting materials: C1CCOC1, CC(C)C1(C)SC(NC2CC3CC2CC3=O)=NC1=O. RXN SMILES: [CH2:20]1[O:21][CH2:22][CH2:23][CH2:24]1.[CH:1]([CH3:2])([CH3:3])[C:4]1([CH3:19])[C:5](=[O:18])[N:6]=[C:7]([NH:9][CH:10]2[CH:11]3[CH2:12][C:13](=[O:17])[CH:14]([CH2:15]2)[CH2:16]3)[S:8]1>>[CH:1]([CH3:2])([CH3:3])[C:4]1([CH3:19])[C:5](=[O:18])[N:6]=[C:7]([NH:9][CH:10]2[CH:11]3[CH2:12][CH:13]([OH:17])[CH:14]([CH2:15]2)[CH2:16]3)[S:8]1. Reactants: CCOC(=O)Cc1cc(C)cn1C, N#CC(=O)c1ccc(Cl)cc1, ClCCl, O=C(O)C(=O)O. Product: CCOC(=O)Cc1cc(C)c(C(=O)c2ccc(Cl)cc2)n1C. Reaction SMILES: [CH3:12][n:13]1[c:14]([CH2:19][C:20](=[O:21])[O:22][CH2:23][CH3:24])[cH:15][c:16]([CH3:18])[cH:17]1.[Cl:1][c:2]1[cH:3][cH:4][c:5]([C:6](=[O:7])[C:8]#[N:9])[cH:10][cH:11]1.[Cl:31][CH2:32][Cl:33].[OH:25][C:26]([C:27](=[O:28])[OH:29])=[O:30]>>[Cl:1][c:2]1[cH:3][cH:4][c:5]([C:6](=[O:7])[c:17]2[n:13]([CH3:12])[c:14]([CH2:19][C:20](=[O:21])[O:22][CH2:23][CH3:24])[cH:15][c:16]2[CH3:18])[cH:10][cH:11]1. The reactants are ClC1=NC=NC2=CC(=C(C=C12)OC)OCCCN1CCCCC1 (4-chloro-6-methoxy-7-(3-piperidinopropoxy)quinazoline), C([O-])([O-])=O.[K+].[K+] (potassium carbonate), OC1=C2C=CNC2=CC=C1 (4-hydroxyindole). Run in CC(=O)N(C)C (DMA). Conditions: temperature 85 celsius, time 3 hour. The product is N1C(=CC2=CC=CC=C12)OC1=NC=NC2=CC(=C(C=C12)OC)OCCCN1CCCCC1 (4-(indolyloxy)-6-methoxy-7-(3-piperidinopropoxy)quinazoline). Yield: 50.9%. As a reaction SMILES: Cl[C:2]1[C:11]2[C:6](=[CH:7][C:8]([O:14][CH2:15][CH2:16][CH2:17][N:18]3[CH2:23][CH2:22][CH2:21][CH2:20][CH2:19]3)=[C:9]([O:12][CH3:13])[CH:10]=2)[N:5]=[CH:4][N:3]=1.[C:24](=[O:27])([O-])[O-].[K+].[K+].O[C:31]1[CH:39]=[CH:38][CH:37]=[C:36]2[C:32]=1[CH:33]=C[NH:35]2>CC(N(C)C)=O>[NH:35]1[C:36]2[C:32](=[CH:31][CH:39]=[CH:38][CH:37]=2)[CH:33]=[C:24]1[O:27][C:2]1[C:11]2[C:6](=[CH:7][C:8]([O:14][CH2:15][CH2:16][CH2:17][N:18]3[CH2:23][CH2:22][CH2:21][CH2:20][CH2:19]3)=[C:9]([O:12][CH3:13])[CH:10]=2)[N:5]=[CH:4][N:3]=1 |f:1.2.3|. Procedure details: A mixture of 4-chloro-6-methoxy-7-(3-piperidinopropoxy)quinazoline (200 mg, 0.595 mmol), (prepared as described for the starting material in Example 67), potassium carbonate (411 mg, 2.98 mmol) and 4-hydroxyindole (103 mg, 0.774 mmol) in DMA (2.0 ml) was stirred at 85° C. for 3 hours and allowed to cool to ambient temperature. The reaction mixture was filtered and the filtrate evaporated to give a solid residue. The residue was purified by silica column chromatography, with gradient elution usin...